Dataset: the Open Reaction Database (ORD), a public repository of structured organic reaction records. Task: describe an organic reaction: reactants, conditions, products, and yield Reactants: CO, COC(=O)c1ccc(C)nc1, O, OO. Product: COC(=O)c1ccc(C)[n+]([O-])c1. RXN SMILES: [CH3:15][OH:16].[CH3:4][O:5][C:6](=[O:7])[c:8]1[cH:9][n:10][c:11]([CH3:14])[cH:12][cH:13]1.[OH2:3].[OH:1][OH:2]>>[O-:1][n+:10]1[cH:9][c:8]([C:6]([O:5][CH3:4])=[O:7])[cH:13][cH:12][c:11]1[CH3:14]. Yields the product ClC1=C2CNC(C2=C(C=C1)C=1N(C2=CC=C(C=C2C1)CNCCC1=CC=NC=C1)C(=O)OC(C)(C)C)=O (4-chloro-7-(1-(tert-butoxycarbonyl)-5-[(2-(pyridin-4-yl)ethyl)aminomethyl]indol-2-yl)isoindolinone). Run in ClCCl (dichloromethane). RXN SMILES: [Cl:1][C:2]1[CH:10]=[CH:9][C:8]([C:11]2[N:12]([C:22]([O:24][C:25]([CH3:28])([CH3:27])[CH3:26])=[O:23])[C:13]3[C:18]([CH:19]=2)=[CH:17][C:16]([CH:20]=O)=[CH:15][CH:14]=3)=[C:7]2[C:3]=1[CH2:4][NH:5][C:6]2=[O:29].[NH2:30][CH2:31][CH2:32][C:33]1[CH:38]=[CH:37][N:36]=[CH:35][CH:34]=1.C(O[BH-](OC(=O)C)OC(=O)C)(=O)C.[Na+]>ClCCl>[Cl:1][C:2]1[CH:10]=[CH:9][C:8]([C:11]2[N:12]([C:22]([O:24][C:25]([CH3:26])([CH3:27])[CH3:28])=[O:23])[C:13]3[C:18]([CH:19]=2)=[CH:17][C:16]([CH2:20][NH:30][CH2:31][CH2:32][C:33]2[CH:38]=[CH:37][N:36]=[CH:35][CH:34]=2)=[CH:15][CH:14]=3)=[C:7]2[C:3]=1[CH2:4][NH:5][C:6]2=[O:29] |f:2.3|. Starting materials: NCCC1=CC=NC=C1 (4-(2-aminoethyl)pyridine), C(C)(=O)O[BH-](OC(C)=O)OC(C)=O.[Na+] (sodium triacetoxyborohydride), ClC1=C2CNC(C2=C(C=C1)C=1N(C2=CC=C(C=C2C1)C=O)C(=O)OC(C)(C)C)=O (4-chloro-7-[1-(tert-butoxycarbonyl)-5-formylindol-2-yl]isoindolinone). Reported procedure: In a similar manner to Step 1 of Example 56, 4-chloro-7-[1-(tert-butoxycarbonyl)-5-formylindol-2-yl]isoindolinone (20.0 mg, 0.0487 mmol) was dissolved in dichloromethane (0.5 mL). The solution was treated with 4-(2-aminoethyl)pyridine (0.012 mL, 0.10 mmol) and sodium triacetoxyborohydride (32 mg, 0.15 mmol) to obtain 4-chloro-7-(1-(tert-butoxycarbonyl)-5-[(2-(pyridin-4-yl)ethyl)aminomethyl]indol-2-yl)isoindolinone. Starting materials: O (water), BrC1=CC(=CS1)C1=C(NC(=C1[N+](=O)[O-])C1=CC=C(C=C1)Cl)C(F)(F)F (3-(5-bromo-3-thienyl)-5-(p-chlorophenyl)-4-nitro-2-(trifluoromethyl)pyrrole), BrBr (bromine), C(C)(=O)[O-].[Na+] (sodium acetate). The solvent is C(C)(=O)O (acetic acid). Yields the product ClC1=CC=C(C=C1)C=1NC(=C(C1[N+](=O)[O-])C1=CSC(=C1Br)Br)C(F)(F)F (2-(p-Chlorophenyl)-4-(4,5-Dibromo-3-Thienyl)-3-Nitro-5-(Trifluoromethyl)Pyrrole). RXN SMILES: [Br:1][C:2]1[S:6][CH:5]=[C:4]([C:7]2[C:11]([N+:12]([O-:14])=[O:13])=[C:10]([C:15]3[CH:20]=[CH:19][C:18]([Cl:21])=[CH:17][CH:16]=3)[NH:9][C:8]=2[C:22]([F:25])([F:24])[F:23])[CH:3]=1.[Br:26]Br.C([O-])(=O)C.[Na+].O>C(O)(=O)C>[Cl:21][C:18]1[CH:17]=[CH:16][C:15]([C:10]2[NH:9][C:8]([C:22]([F:23])([F:24])[F:25])=[C:7]([C:4]3[C:3]([Br:26])=[C:2]([Br:1])[S:6][CH:5]=3)[C:11]=2[N+:12]([O-:14])=[O:13])=[CH:20][CH:19]=1 |f:2.3|. Reported procedure: A solution of 3-(5-bromo-3-thienyl)-5-(p-chlorophenyl)-4-nitro-2-(trifluoromethyl)pyrrole (0.50 g, 1.1 mmol), bromine (0.20 g, 1.3 mmol) and sodium acetate (0.11 g, 1.3 mmol) in acetic acid (10 mL) is heated overnight at 50° C. and poured into water. The solids are collected and recrystallized from 1,2-dichloroethane to give the title product as a yellow solid, mp 241°-242° C. Procedure details: The title compound was prepared in the same manner as example 101 from 6-Bromo-1-(1-methylethyl)-1H-indazole-4-carboxylic acid and 3-(aminomethyl)-6-methyl-4-(1-methylethyl)2(1H)-pyridinone. 1H NMR (400 MHz, DMSO-d6) δ ppm 11.53 (s, 1H) 8.63 (t, J=4.80 Hz, 1H) 8.37 (s, 1H) 8.20 (s, 1H) 7.69 (d, J=1.26 Hz, 1H) 6.02 (s, 1H) 5.05 (quin, J=6.57 Hz, 1H) 4.41 (d, J=4.80 Hz, 2H) 3.21 (quin, J=6.76 Hz, 1H) 2.16 (s, 3H) 1.47 (s, 3H) 1.45 (s, 3H) 1.11 (s, 3H) 1.09 (s, 3H); MS (ES) [M+H]+ 445.1, 446.9. RXN SMILES: [Br:1][C:2]1[CH:3]=[C:4]([C:14]([OH:16])=O)[C:5]2[CH:6]=[N:7][N:8]([CH:11]([CH3:13])[CH3:12])[C:9]=2[CH:10]=1.[NH2:17][CH2:18][C:19]1[C:20](=[O:29])[NH:21][C:22]([CH3:28])=[CH:23][C:24]=1[CH:25]([CH3:27])[CH3:26]>>[Br:1][C:2]1[CH:3]=[C:4]([C:14]([NH:17][CH2:18][C:19]2[C:20](=[O:29])[NH:21][C:22]([CH3:28])=[CH:23][C:24]=2[CH:25]([CH3:26])[CH3:27])=[O:16])[C:5]2[CH:6]=[N:7][N:8]([CH:11]([CH3:12])[CH3:13])[C:9]=2[CH:10]=1. The product is BrC=1C=C(C=2C=NN(C2C1)C(C)C)C(=O)NCC=1C(NC(=CC1C(C)C)C)=O (6-Bromo-1-(1-methylethyl)-N-{[6-methyl-4-(1-methylethyl)-2-oxo-1,2-dihydro-3-pyridinyl]methyl}-1H-indazole-4-carboxamide). The reactants are BrC=1C=C(C=2C=NN(C2C1)C(C)C)C(=O)O (6-Bromo-1-(1-methylethyl)-1H-indazole-4-carboxylic acid), NCC=1C(NC(=CC1C(C)C)C)=O (3-(aminomethyl)-6-methyl-4-(1-methylethyl)2(1H)-pyridinone). Starting materials: CCCNC1CCc2cccc(Br)c2C1C, CC#N, CCCI. The product is CCCN(CCC)C1CCc2cccc(Br)c2C1C. RXN SMILES: [CH3:1][CH:2]1[CH:3]([NH:13][CH2:14][CH2:15][CH3:16])[CH2:4][CH2:5][c:6]2[cH:7][cH:8][cH:9][c:10]([Br:12])[c:11]21.[CH3:21][C:22]#[N:23].[I:17][CH2:18][CH2:19][CH3:20]>>[CH3:1][CH:2]1[CH:3]([N:13]([CH2:14][CH2:15][CH3:16])[CH2:18][CH2:19][CH3:20])[CH2:4][CH2:5][c:6]2[cH:7][cH:8][cH:9][c:10]([Br:12])[c:11]21. The reactants are O (Water), BrC1=C(C#N)C=C(C(=C1)F)F (2-bromo-4,5-difluorobenzonitrile), Cl.N[C@H](CC(C)C)C(=O)N (D-leucine amide hydrochloride), CCN(C(C)C)C(C)C (DIEA). Run in CCOC(=O)C (EtOAc), CS(=O)C (DMSO). Yields the product BrC=1C(=CC(=C(C1)N[C@@H](C(=O)N)CC(C)C)F)C#N ((R)-2-(5-bromo-4-cyano-2-fluorophenylamino)-4-methylpentanamide). Yield: 53.3%. RXN SMILES: [Br:1][C:2]1[CH:9]=[C:8](F)[C:7]([F:11])=[CH:6][C:3]=1[C:4]#[N:5].Cl.[NH2:13][C@@H:14]([C:19]([NH2:21])=[O:20])[CH2:15][CH:16]([CH3:18])[CH3:17].CCN(C(C)C)C(C)C.O>CS(C)=O.CCOC(C)=O>[Br:1][C:2]1[C:3]([C:4]#[N:5])=[CH:6][C:7]([F:11])=[C:8]([NH:13][C@H:14]([CH2:15][CH:16]([CH3:18])[CH3:17])[C:19]([NH2:21])=[O:20])[CH:9]=1 |f:1.2|. Procedure details: A solution of 2-bromo-4,5-difluorobenzonitrile (218 mg, 1.00 mmol), D-leucine amide hydrochloride (185 mg, 1.10 mmol) and DIEA (0.600 mL, 3.45 mmol) in DMSO (3 mL) was stirred at 120 C for 18 h. Water and EtOAc were added. The organic phase was separated, washed with water, dried over Na2SO4, concentrated in vacuo. The residue was purified by a silica gel column, eluted with 0-50% EtOAc in hexane to give (R)-2-(5-bromo-4-cyano-2-fluorophenylamino)-4-methylpentanamide (175 mg). Procedure: A solution of 1-(3-aminopropyl)-4-(4-chlorobenzyl)-piperazine (2.0 g; 7.5 mmole) and phenyl isocyanate (1.6 g; 13.4 mmole) in tetrahydrofuran (5 ml) was stirred at room temperature for 30 minutes. Ethanol (5 ml) was added, and the reaction mixture was stirred for 3 hours and then concentrated under reduced pressure. The residue was crystallized from aqueous ethanol to provide crude product (2.7 g). Recrystallization from the same solvent yielded the title compound as colorless crystals (0.62 g; ... Yields the product ClC1=CC=C(CN2CCN(CC2)CCCNC(=O)NC2=CC=CC=C2)C=C1 (1-{3-[4-(4-Chlorobenzyl)piperazin-1-yl]propyl}-3-phenylurea). RXN SMILES: [NH2:1][CH2:2][CH2:3][CH2:4][N:5]1[CH2:10][CH2:9][N:8]([CH2:11][C:12]2[CH:17]=[CH:16][C:15]([Cl:18])=[CH:14][CH:13]=2)[CH2:7][CH2:6]1.[C:19]1([N:25]=[C:26]=[O:27])[CH:24]=[CH:23][CH:22]=[CH:21][CH:20]=1.C(O)C>O1CCCC1>[Cl:18][C:15]1[CH:14]=[CH:13][C:12]([CH2:11][N:8]2[CH2:9][CH2:10][N:5]([CH2:4][CH2:3][CH2:2][NH:1][C:26]([NH:25][C:19]3[CH:24]=[CH:23][CH:22]=[CH:21][CH:20]=3)=[O:27])[CH2:6][CH2:7]2)=[CH:17][CH:16]=1. Run in O1CCCC1 (tetrahydrofuran). Yield: 21.4%. Run at time 3 hour. Starting materials: NCCCN1CCN(CC1)CC1=CC=C(C=C1)Cl (1-(3-aminopropyl)-4-(4-chlorobenzyl)-piperazine), C1(=CC=CC=C1)N=C=O (phenyl isocyanate), C(C)O (Ethanol).